Dataset: the Open Reaction Database (ORD), a public repository of structured organic reaction records. Task: describe an organic reaction: reactants, conditions, products, and yield Reactants: Fc1c(OC(F)(F)F)ccc2cc(Br)ccc12, C#Cc1ccc(CCC)cc1, Cc1ccccc1, CN(C)C=O, I[Cu]I, c1ccc(P(c2ccccc2)(c2ccccc2)[Pd](P(c2ccccc2)(c2ccccc2)c2ccccc2)(P(c2ccccc2)(c2ccccc2)c2ccccc2)P(c2ccccc2)(c2ccccc2)c2ccccc2)cc1. The product is CCCc1ccc(C#Cc2ccc3c(F)c(OC(F)(F)F)ccc3c2)cc1. RXN SMILES: [Br:12][c:13]1[cH:14][c:15]2[cH:16][cH:17][c:18]([O:24][C:25]([F:26])([F:27])[F:28])[c:19]([F:23])[c:20]2[cH:21][cH:22]1.[CH2:1]([CH2:2][CH3:3])[c:4]1[cH:5][cH:6][c:7]([C:10]#[CH:11])[cH:8][cH:9]1.[CH3:29][c:30]1[cH:31][cH:32][cH:33][cH:34][cH:35]1.[CH3:36][N:37]([CH3:38])[CH:39]=[O:40].[Cu:41]([I:42])[I:43].[cH:44]1[cH:45][cH:46][c:47]([P:48]([Pd:49]([P:50]([c:51]2[cH:52][cH:53][cH:54][cH:55][cH:56]2)([c:57]2[cH:58][cH:59][cH:60][cH:61][cH:62]2)[c:63]2[cH:64][cH:65][cH:66][cH:67][cH:68]2)([P:69]([c:70]2[cH:71][cH:72][cH:73][cH:74][cH:75]2)([c:76]2[cH:77][cH:78][cH:79][cH:80][cH:81]2)[c:82]2[cH:83][cH:84][cH:85][cH:86][cH:87]2)[P:88]([c:89]2[cH:90][cH:91][cH:92][cH:93][cH:94]2)([c:95]2[cH:96][cH:97][cH:98][cH:99][cH:100]2)[c:101]2[cH:102][cH:103][cH:104][cH:105][cH:106]2)([c:107]2[cH:108][cH:109][cH:110][cH:111][cH:112]2)[c:113]2[cH:114][cH:115][cH:116][cH:117][cH:118]2)[cH:119][cH:120]1>>[CH2:1]([CH2:2][CH3:3])[c:4]1[cH:5][cH:6][c:7]([C:10]#[C:11][c:13]2[cH:14][c:15]3[cH:16][cH:17][c:18]([O:24][C:25]([F:26])([F:27])[F:28])[c:19]([F:23])[c:20]3[cH:21][cH:22]2)[cH:8][cH:9]1. Reported procedure: In a 500 ml round-bottom flask was placed 0.3 mole of 2-(toluene-4-sulfonyloxy)ethyl methacrylate, 0.33 mole of 3-hydroxypropyl acrylate, 0.3 mole of methyl methacrylate, 300 g of tetrahydrofuran (THF), and 0.1 g-3 g of AIBN. The reaction mixture was heated at 60-75° C. for 5-20 hours. The product was precipitated in ethyl ether or n-hexane, filtered and dried to provide poly [2-(toluene-4-sulfonyloxy)ethyl methacrylate/3-hydroxypropyl acrylate/-methyl methacrylate] represented by the following ... Starting materials: C(C(=C)C)(=O)OCCOS(=O)(=O)C1=CC=C(C=C1)C (2-(toluene-4-sulfonyloxy)ethyl methacrylate), CC(C)(C#N)N=NC(C)(C)C#N (AIBN), C(C=C)(=O)OCCCO (3-hydroxypropyl acrylate), C(C(=C)C)(=O)OC (methyl methacrylate). Yields the product C(C(=C)C)(=O)OCCOS(=O)(=O)C1=CC=C(C=C1)C.C(C=C)(=O)OCCCO (2-(toluene-4-sulfonyloxy)ethyl methacrylate 3-hydroxypropyl acrylate). The solvent is O1CCCC1 (tetrahydrofuran). Reaction SMILES: [C:1]([O:6][CH2:7][CH2:8][O:9][S:10]([C:13]1[CH:18]=[CH:17][C:16]([CH3:19])=[CH:15][CH:14]=1)(=[O:12])=[O:11])(=[O:5])[C:2]([CH3:4])=[CH2:3].[C:20]([O:24][CH2:25][CH2:26][CH2:27][OH:28])(=[O:23])[CH:21]=[CH2:22].C(OC)(=O)C(C)=C.CC(N=NC(C#N)(C)C)(C#N)C>O1CCCC1>[C:1]([O:6][CH2:7][CH2:8][O:9][S:10]([C:13]1[CH:18]=[CH:17][C:16]([CH3:19])=[CH:15][CH:14]=1)(=[O:11])=[O:12])(=[O:5])[C:2]([CH3:4])=[CH2:3].[C:20]([O:24][CH2:25][CH2:26][CH2:27][OH:28])(=[O:23])[CH:21]=[CH2:22] |f:5.6|. Reaction conditions: temperature 67.5 celsius. Isolated yield 65.0%. The reactants are CCCS, C1CCOC1, C[Si](C)(C)[N-][Si](C)(C)C, O=C(NC1CCCCC1)c1cc(F)c(Cl)nc1Cl, [Na+], CN(C)C=O. The product is CCCSc1nc(Cl)c(F)cc1C(=O)NC1CCCCC1. RXN SMILES: [CH2:11]([CH2:12][CH3:13])[SH:14].[CH2:33]1[O:34][CH2:35][CH2:36][CH2:37]1.[CH3:1][Si:2]([N-:3][Si:4]([CH3:5])([CH3:6])[CH3:7])([CH3:8])[CH3:9].[Cl:15][c:16]1[c:17]([C:18](=[O:19])[NH:20][CH:21]2[CH2:22][CH2:23][CH2:24][CH2:25][CH2:26]2)[cH:27][c:28]([F:32])[c:29]([Cl:31])[n:30]1.[Na+:10].[O:38]=[CH:39][N:40]([CH3:41])[CH3:42]>>[CH2:11]([CH2:12][CH3:13])[S:14][c:16]1[c:17]([C:18](=[O:19])[NH:20][CH:21]2[CH2:22][CH2:23][CH2:24][CH2:25][CH2:26]2)[cH:27][c:28]([F:32])[c:29]([Cl:31])[n:30]1. The reactants are C(C)(C)(C)N (t-butylamine), CCN=C=NCCCN(C)C.Cl (WSC HCl), C=1C=CC2=C(C1)N=NN2O (HOBt), FC=1C(=NC=CC1)C#N (fluorocyanopyridine), [OH-].[Na+] (NaOH), Cl (hydrochloric acid). Run in O (water). Run at time 8 hour. The product is C(C)(C)(C)NC(=O)C1=NC=CC=C1F (N-t-Butyl-3-fluoro-2-pyridinecarboxamide). Isolated yield 13.1%. Reaction SMILES: [F:1][C:2]1[C:3]([C:8]#[N:9])=[N:4][CH:5]=[CH:6][CH:7]=1.[OH-].[Na+].Cl.[C:13](N)([CH3:16])([CH3:15])[CH3:14].CCN=C=NCCCN(C)C.Cl.C1C=CC2N([OH:39])N=NC=2C=1>O>[C:13]([NH:9][C:8]([C:3]1[C:2]([F:1])=[CH:7][CH:6]=[CH:5][N:4]=1)=[O:39])([CH3:16])([CH3:15])[CH3:14] |f:1.2,5.6|. Procedure: The extract was dried over Na2SO4 and the solvent was evaporated under a reduced pressure to give a mixture of regio-isomers of fluorocyanopyridine (0.9 g). Aqueous NaOH (4N, 10 ml) was added to the mixture of regio-isomers and heated under reflux for 2.5 hours. The mixture was allowed to cool, acidified with conc. hydrochloric acid and concentrated to dryness under a reduced pressure. The residue was suspended in DMF (10 ml), and t-butylamine (1.46 g, 20 mmol), WSC HCl (3.1 g, 16 mmol) and HOBt... The reactants are [H-].[Na+] (sodium hydride), COC=1C=C2C(C(NC2=CC1OC)=O)CCO (5,6-dimethoxy-3-hydroxyethyl-1,3-dihydro-2(2H)-indolone), CSSC (dimethyl disulfide), C(O)([O-])=O.[Na+] (sodium hydrogencarbonate). Run in CN(C=O)C (dimethylformamide). The product is COC=1C=C2C(C(NC2=CC1OC)=O)(CCO)SC (5,6-Dimethoxy-3-methylthio-3-hydroxyethyl-1,3-dihydro-2(2H)-indolone). Yield: 57.6%. Reaction SMILES: [H-].[Na+].[CH3:3][O:4][C:5]1[CH:6]=[C:7]2[C:11](=[CH:12][C:13]=1[O:14][CH3:15])[NH:10][C:9](=[O:16])[CH:8]2[CH2:17][CH2:18][OH:19].[CH3:20][S:21]SC.C(=O)([O-])O.[Na+]>CN(C)C=O>[CH3:3][O:4][C:5]1[CH:6]=[C:7]2[C:11](=[CH:12][C:13]=1[O:14][CH3:15])[NH:10][C:9](=[O:16])[C:8]2([S:21][CH3:20])[CH2:17][CH2:18][OH:19] |f:0.1,4.5|. Procedure: To 50 ml of dimethylformamide was added 360 mg of sodium hydride, and 1.76 g of 5,6-dimethoxy-3-hydroxyethyl-1,3-dihydro-2(2H)-indolone and 706 mg of dimethyl disulfide were added thereto. To the reaction mixture was added a sodium hydrogencarbonate aqueous solution, and the solvent was evaporated. The residue was extracted three times with methylene chloride, and the organic layer was dried over sodium sulfate. The solvent was evaporated, and the residue was purified by silica gel column chroma... The reactants are C(CCCCCCCCCCC)OC1=CC=C(C(=O)O)C=C1 (p-n-Dodecyloxybenzoic acid), S(=O)(Cl)Cl (thionyl chloride). The product is C(CCCCCCCCCCC)OC1=CC=C(C(=O)Cl)C=C1 (p-n-dodecyloxybenzoic acid chloride). Reaction SMILES: [CH2:1]([O:13][C:14]1[CH:22]=[CH:21][C:17]([C:18](O)=[O:19])=[CH:16][CH:15]=1)[CH2:2][CH2:3][CH2:4][CH2:5][CH2:6][CH2:7][CH2:8][CH2:9][CH2:10][CH2:11][CH3:12].S(Cl)([Cl:25])=O>>[CH2:1]([O:13][C:14]1[CH:22]=[CH:21][C:17]([C:18]([Cl:25])=[O:19])=[CH:16][CH:15]=1)[CH2:2][CH2:3][CH2:4][CH2:5][CH2:6][CH2:7][CH2:8][CH2:9][CH2:10][CH2:11][CH3:12]. Procedure details: p-n-Dodecyloxybenzoic acid (8 g) together with thionyl chloride (20 ml) were heated under reflux for 2 hours, followed by distilling off excess thionyl chloride to obtain p-n-dodecyloxybenzoic acid chloride, which was made up into a toluene solution thereof without any particular purification. On the other hand, optically active hydroquinonemono(2-methylbutyl) ether (4.7 g) obtained above in the item (I) was dissolved in pyridine (30 ml). To this solution kept at 0° C. was dropwise added the tol...